Dataset: the Open Reaction Database (ORD), a public repository of structured organic reaction records. Task: describe an organic reaction: reactants, conditions, products, and yield The reactants are CCOC(=O)c1scnc1Oc1cccc(C#N)c1, C1CCOC1, Cl, [Li+], [OH-]. Yields the product N#Cc1cccc(Oc2ncsc2C(=O)O)c1. Reaction SMILES: [CH2:1]([CH3:2])[O:3][C:4](=[O:5])[c:6]1[c:7]([O:11][c:12]2[cH:13][c:14]([C:18]#[N:19])[cH:15][cH:16][cH:17]2)[n:8][cH:9][s:10]1.[CH2:22]1[O:23][CH2:24][CH2:25][CH2:26]1.[ClH:27].[Li+:21].[OH-:20]>>[O:3]=[C:4]([OH:5])[c:6]1[c:7]([O:11][c:12]2[cH:13][c:14]([C:18]#[N:19])[cH:15][cH:16][cH:17]2)[n:8][cH:9][s:10]1. The reactants are [OH-].[K+] (potassium hydroxide), CC1=CC(=C(OCC(=O)OCC)C=C1)NC(C1=CC=C(C=C1)OCCCCC1=CC=CC=C1)=O (ethyl 4-methyl-2-[p-(4-phenylbutoxy)benzamido]phenoxyacetate), Cl (hydrochloric acid). Run in saturated saline aqueous solution. Run at time 1 hour. Product: CC1=CC(=C(OCC(=O)O)C=C1)NC(C1=CC=C(C=C1)OCCCCC1=CC=CC=C1)=O (4-methyl-2-[p-(4-phenylbutoxy)benzamido]phenoxyacetic acid). The yield is 79.5%. As a reaction SMILES: [OH-].[K+].[CH3:3][C:4]1[CH:16]=[CH:15][C:7]([O:8][CH2:9][C:10]([O:12]CC)=[O:11])=[C:6]([NH:17][C:18](=[O:36])[C:19]2[CH:24]=[CH:23][C:22]([O:25][CH2:26][CH2:27][CH2:28][CH2:29][C:30]3[CH:35]=[CH:34][CH:33]=[CH:32][CH:31]=3)=[CH:21][CH:20]=2)[CH:5]=1.Cl>>[CH3:3][C:4]1[CH:16]=[CH:15][C:7]([O:8][CH2:9][C:10]([OH:12])=[O:11])=[C:6]([NH:17][C:18](=[O:36])[C:19]2[CH:24]=[CH:23][C:22]([O:25][CH2:26][CH2:27][CH2:28][CH2:29][C:30]3[CH:31]=[CH:32][CH:33]=[CH:34][CH:35]=3)=[CH:21][CH:20]=2)[CH:5]=1 |f:0.1|. Procedure details: To 20 ml of a 10% potassium hydroxide-90% methanol solution was added 1.5 g of ethyl 4-methyl-2-[p-(4-phenylbutoxy)benzamido]phenoxyacetate obtained in Example 24 followed by stirring at 50° to 60° C. for 1 hour. After adding 10 ml of a saturated saline aqueous solution, the reaction mixture was rendered acidic with diluted hydrochloric acid followed by extraction with ethyl acetate. The extract was washed with water, dried over anhydrous magnesium sulfate and concentrated under reduced pressure... Reactants: C1(=CCCCC1)B(O)O (cyclohex-1-enyl boronic acid), C(=O)([O-])[O-].[Na+].[Na+] (Na2CO3), C(C)(C)(C)OC(NC1=C(C=C(C=C1)C1CNC(NC1)=O)Br)=O ([2-Bromo-4-(2-oxo-hexahydro-pyrimidin-5-yl)-phenyl]-carbamic acid tert-butyl ester). Reagents/catalysts: C=1C=CC(=CC1)[P](C=2C=CC=CC2)(C=3C=CC=CC3)[Pd]([P](C=4C=CC=CC4)(C=5C=CC=CC5)C=6C=CC=CC6)([P](C=7C=CC=CC7)(C=8C=CC=CC8)C=9C=CC=CC9)[P](C=1C=CC=CC1)(C=1C=CC=CC1)C=1C=CC=CC1 (Pd (PPh3)4). Run in C(=O)(C(F)(F)F)O (TFA). Reaction conditions: time 30 minute. Product: NC1=C(C=C(C=C1)C1CNC(NC1)=O)C1=CCCCC1 (5-(4-Amino-3-cyclohex-1-enyl-phenyl)-tetrahydro-pyrimidin-2-one). RXN SMILES: C(OC(=O)[NH:7][C:8]1[CH:13]=[CH:12][C:11]([CH:14]2[CH2:19][NH:18][C:17](=[O:20])[NH:16][CH2:15]2)=[CH:10][C:9]=1Br)(C)(C)C.[C:23]1(B(O)O)[CH2:28][CH2:27][CH2:26][CH2:25][CH:24]=1.C([O-])([O-])=O.[Na+].[Na+]>C(O)(C(F)(F)F)=O.C1C=CC([P]([Pd]([P](C2C=CC=CC=2)(C2C=CC=CC=2)C2C=CC=CC=2)([P](C2C=CC=CC=2)(C2C=CC=CC=2)C2C=CC=CC=2)[P](C2C=CC=CC=2)(C2C=CC=CC=2)C2C=CC=CC=2)(C2C=CC=CC=2)C2C=CC=CC=2)=CC=1>[NH2:7][C:8]1[CH:13]=[CH:12][C:11]([CH:14]2[CH2:15][NH:16][C:17](=[O:20])[NH:18][CH2:19]2)=[CH:10][C:9]=1[C:23]1[CH2:28][CH2:27][CH2:26][CH2:25][CH:24]=1 |f:2.3.4,^1:48,50,69,88|. Procedure: [2-Bromo-4-(2-oxo-hexahydro-pyrimidin-5-yl)-phenyl]-carbamic acid tert-butyl ester (99 mg, 0.26 mmol, as prepared in the previous step) was dissolved in TFA (1 mL). The resulting mixture was stirred at RT for 30 min and concentrated in vacuo. The residue obtained was dried in vacuo for 1 h and diisolved in EtOH (0.5 mL) and toluene (1 mL). To this solution cyclohex-1-enyl boronic acid (20.5 mg, 0.16 mmol), 2M Na2CO3 (0.5 mL, 1 mmol) and Pd (PPh3)4 (30 mg, 0.025 mmol) were added. The resulting mi... The reactants are ice, [Cl-].[Al+3].[Cl-].[Cl-] (aluminum chloride), [Cl-].[Na+] (sodium chloride), O1CCC(C2=CC=CC=C12)=O (2,3-dihydro-4H-chromen-4-one). The solvent is C(Cl)Cl (Methylene chloride). Run at temperature 50 celsius, time 20 minute. The product is OC=1C=CC=C2CCC(C12)=O (7-hydroxy-1-indanone). The yield is 75.2%. RXN SMILES: [Cl-].[Al+3].[Cl-].[Cl-].[Cl-].[Na+].[O:7]1[C:16]2[C:11](=[CH:12][CH:13]=[CH:14][CH:15]=2)[C:10](=[O:17])[CH2:9][CH2:8]1>C(Cl)Cl>[OH:7][C:16]1[CH:15]=[CH:14][CH:13]=[C:12]2[C:11]=1[C:10](=[O:17])[CH2:9][CH2:8]2 |f:0.1.2.3,4.5|. Procedure details: 37.0 g (278 mmol) of aluminum chloride was mixed with 3.70 g (61.3 mmol) of sodium chloride, the mixture was dissolved at 150° C. under heating, 6.40 g (43.2 mmol) of commercially available 2,3-dihydro-4H-chromen-4-one dissolved by heating (50° C.) was added to the mixture and the resulting mixture was stirred at 200° C. for 20 minutes. The reaction mixture (gum state) was cooled, and added to ice-cold hydrochloric acid (100 ml of conc. hydrochloric acid and ice were combined to make them 200 ml... Starting materials: C(C)OC(OCC)P(OCC)(=O)CC1CCCCC1 (ethyl diethoxymethyl(cyclohexylmethyl)phosphinate), O (water). As a reaction SMILES: C(OC([P:8]([CH2:13][CH:14]1[CH2:19][CH2:18][CH2:17][CH2:16][CH2:15]1)(=[O:12])[O:9]CC)OCC)C.O>Cl>[CH:14]1([CH2:13][PH:8](=[O:9])[OH:12])[CH2:19][CH2:18][CH2:17][CH2:16][CH2:15]1. Reported procedure: A solution of 38.3 g of ethyl diethoxymethyl(cyclohexylmethyl)phosphinate in 30 ml of concentrated aqueous hydrochloric acid is treated with 30 ml of water and the mixture is heated to reflux for 5 hours. After cooling to room temperature, the mixture is washed with ether/hexane (1:1). A three-phase system is obtained. The lower phase is removed and the water removed in vacuo to give a white crystalline solid. The middle phase is an oil which crystallises on standing. These two are combined to g... The product is C1(CCCCC1)CP(O)=O (cyclohexylmethylphosphinic acid). The solvent is Cl (hydrochloric acid). Starting materials: C(CCCCCCC)OC(C)(C)OCCCCCCCC (2,2-bis(1-octyloxy)propane), bis(1,5-cyclooctadiene)iridium tetrafluoroborate, F[B-](F)(F)F (BF4−), C([O-])([O-])=O.[Na+].[Na+] (sodium carbonate), C(CCCCCCC)O (1-octanol), C(C)(=O)OC(=C)C (isopropenyl acetate), C(=C)(C)OCCCCCCCC (1-octyl isopropenyl ether). Solvent: C1(=CC=CC=C1)C (toluene). Reaction conditions: temperature 100 celsius, time 15 hour. Product: C(C)(=O)OCCCCCCCC (octyl acetate). Reaction SMILES: F[B-](F)(F)F.C(=O)([O-])[O-].[Na+].[Na+].C(O)CCCCCCC.C(OC(C)=C)(=O)C.C(OCCCCCCCC)(C)=C.[CH2:40]([O:48][C:49]([O:52]CCCCCCCC)(C)[CH3:50])[CH2:41][CH2:42][CH2:43][CH2:44][CH2:45][CH2:46][CH3:47]>C1(C)C=CC=CC=1>[C:49]([O:48][CH2:40][CH2:41][CH2:42][CH2:43][CH2:44][CH2:45][CH2:46][CH3:47])(=[O:52])[CH3:50] |f:1.2.3|. Reported procedure: To a mixture of bis(1,5-cyclooctadiene)iridium tetrafluoroborate [Ir(cod)2]+BF4− (0.01 mmol) and sodium carbonate (0.03 mmol) in toluene (1.0 ml), 1-octanol (130 mg, 1 mmol) and isopropenyl acetate (5 mmol) were added, followed by stirring at 100° C. in an atmosphere of argon gas for 15 hours. The reaction mixture was analyzed by gas chromatography to find that 1-octyl isopropenyl ether, 2,2-bis(1-octyloxy)propane, and octyl acetate were produced in yields of 67%, 6%, and 14%, respectively, with... Reaction conditions: temperature 60 celsius, time 100 hour. Procedure details: A screw-capped tube is charged with 2-[(3-iodophenyl)(1-methylpiperidin-4-yloxy)methyl]benzothiazole (example 41, 150 mg), copper(I) iodide (15 mg), deanol (1 mL), potassium carbonate (306 mg), azetidin-3-ol, hydrochloride (88 mg). The tube is evacuated, filled with argon and sealed. After stirring at 60° C. for 100 h, the mixture is diluted with dichloromethane, water and ammonia. After decantation, the aqueous phase is extracted with dichloromethane. The pooled organic extracts are dried over ... As a reaction SMILES: I[C:2]1[CH:3]=[C:4]([CH:8]([O:18][CH:19]2[CH2:24][CH2:23][N:22]([CH3:25])[CH2:21][CH2:20]2)[C:9]2[S:10][C:11]3[CH:17]=[CH:16][CH:15]=[CH:14][C:12]=3[N:13]=2)[CH:5]=[CH:6][CH:7]=1.CC(N)([CH2:29][OH:30])C.[C:32](=[O:35])([O-:34])[O-].[K+].[K+].Cl.[NH:39]1[CH2:42][CH:41]([OH:43])[CH2:40]1>[Cu]I>[S:10]1[C:11]2[CH:17]=[CH:16][CH:15]=[CH:14][C:12]=2[N:13]=[C:9]1[CH:8]([O:18][CH:19]1[CH2:24][CH2:23][N:22]([CH3:25])[CH2:21][CH2:20]1)[C:4]1[CH:3]=[C:2]([N:39]2[CH2:42][CH:41]([OH:43])[CH2:40]2)[CH:7]=[CH:6][CH:5]=1.[C:29]([O-:30])(=[O:18])[C:32]([O-:34])=[O:35] |f:2.3.4,5.6|. Yields the product S1C(=NC2=C1C=CC=C2)C(C=2C=C(C=CC2)N2CC(C2)O)OC2CCN(CC2)C (1-{3-[benzothiazol-2-yl(1-methylpiperidin-4-yloxy)methyl]phenyl}azetidin-3-ol), C(C(=O)[O-])(=O)[O-] (oxalate). Reagents/catalysts: [Cu]I (copper(I) iodide). The reactants are IC=1C=C(C=CC1)C(C=1SC2=C(N1)C=CC=C2)OC2CCN(CC2)C (2-[(3-iodophenyl)(1-methylpiperidin-4-yloxy)methyl]benzothiazole), CC(C)(CO)N (deanol), C([O-])([O-])=O.[K+].[K+] (potassium carbonate), Cl.N1CC(C1)O (azetidin-3-ol, hydrochloride).